From a dataset of the Open Reaction Database (ORD), a public repository of structured organic reaction records. describe an organic reaction: reactants, conditions, products, and yield The product is CCOc1ccc(C#N)c(F)c1OCC. As a reaction SMILES: [Br:4][c:5]1[c:6]([F:17])[c:7]([O:14][CH2:15][CH3:16])[c:8]([O:11][CH2:12][CH3:13])[cH:9][cH:10]1.[CH3:18][CH2:19][O:20][C:21](=[O:22])[CH3:23].[CH3:25][N:26]([CH3:27])[CH:28]=[O:29].[Cu:1][C:2]#[N:3].[NH3:24]>>[C:2](#[N:3])[c:5]1[c:6]([F:17])[c:7]([O:14][CH2:15][CH3:16])[c:8]([O:11][CH2:12][CH3:13])[cH:9][cH:10]1. The reactants are CCOc1ccc(Br)c(F)c1OCC, CCOC(C)=O, CN(C)C=O, N#C[Cu], N. Starting materials: C1(CCCC1)=O (cyclopentanone), CC(=C)CCO (isoprenol), CC=1C=CC(=CC1)S(=O)(=O)O (p-TSA). As a reaction SMILES: [CH3:1][C:2]1[CH:3]=CC(S(O)(=O)=O)=[CH:6][CH:7]=1.[C:12]1(=[O:17])[CH2:16][CH2:15][CH2:14][CH2:13]1.CC(CCO)=C>C1(C)C=CC=CC=1>[CH3:1][C:2]1[CH2:3][C:12]2([CH2:16][CH2:15][CH2:14][CH2:13]2)[O:17][CH2:6][CH:7]=1. Conditions: temperature 115 celsius. Yields the product CC1=CCOC2(CCCC2)C1 (9-methyl-6-oxaspiro[4.5]dec-8-ene). Isolated yield 56.0%. Procedure: A mixture of p-TSA (20 g, 0.105 mol) and toluene (2 L) was heated to 115° C. To this mixture were added cyclopentanone (840 g, 10 mols) and isoprenol (946 g, 11 mols) and heated further for 3-6 h. Water was removed from the reaction azeotropically. The reaction mixture was then cooled to room temperature. The organic phase was washed with a 5% Na2CO3 solution, washed with water dried and concentrated and distilled further to provideto 9-methyl-6-oxaspiro[4.5]dec-8-ene (0.851 kg) having a purity ... Solvent: C1(=CC=CC=C1)C (toluene). Starting materials: N(=NC(=O)OCC)C(=O)OCC (diethyl azodicarboxylate), C(C)(C)(C)OC(=O)N(C1=NC(=C2N=CN(C2=N1)O)OC)C(=O)OC(C)(C)C (2-[di-(t-butoxycarbonyl)]amino-9-hydroxy-6-methoxypurine), C1(=CC=CC=C1)P(C1=CC=CC=C1)C1=CC=CC=C1 (triphenylphosphine), [Si](C1=CC=CC=C1)(C1=CC=CC=C1)(C(C)(C)C)OCC(/C=C/P(OC(C)C)(OC(C)C)=O)CO (diisopropyl (E)-3-(t-butyldiphenylsilyloxy)methyl-4-hydroxybut-1-enylphosphonate). The solvent is C1CCOC1 (THF). Reaction conditions: time 8 hour. Product: [Si](C1=CC=CC=C1)(C1=CC=CC=C1)(C(C)(C)C)OCC(CON1C2=NC(=NC(=C2N=C1)OC)N(C(=O)OC(C)(C)C)C(=O)OC(C)(C)C)\C=C\P(=O)(OC(C)C)OC(C)C ((E)-9-[2-(t-butyldiphenylsilyloxy)methyl-4(diisopropoxyphosphoryl)but-3-enyloxy]-2-[di-(t-butoxycarbonyl)]amino-6-methoxypurine). Isolated yield 67.2%. Reaction SMILES: [C:1]([O:5][C:6]([N:8]([C:21]([O:23][C:24]([CH3:27])([CH3:26])[CH3:25])=[O:22])[C:9]1[N:17]=[C:16]2[C:12]([N:13]=[CH:14][N:15]2[OH:18])=[C:11]([O:19][CH3:20])[N:10]=1)=[O:7])([CH3:4])([CH3:3])[CH3:2].C1(P(C2C=CC=CC=2)C2C=CC=CC=2)C=CC=CC=1.[Si:47]([O:64][CH2:65][CH:66]([CH2:79]O)/[CH:67]=[CH:68]/[P:69](=[O:78])([O:74][CH:75]([CH3:77])[CH3:76])[O:70][CH:71]([CH3:73])[CH3:72])([C:60]([CH3:63])([CH3:62])[CH3:61])([C:54]1[CH:59]=[CH:58][CH:57]=[CH:56][CH:55]=1)[C:48]1[CH:53]=[CH:52][CH:51]=[CH:50][CH:49]=1.N(C(OCC)=O)=NC(OCC)=O>C1COCC1>[Si:47]([O:64][CH2:65][CH:66](/[CH:67]=[CH:68]/[P:69]([O:74][CH:75]([CH3:77])[CH3:76])([O:70][CH:71]([CH3:72])[CH3:73])=[O:78])[CH2:79][O:18][N:15]1[CH:14]=[N:13][C:12]2[C:16]1=[N:17][C:9]([N:8]([C:6]([O:5][C:1]([CH3:4])([CH3:3])[CH3:2])=[O:7])[C:21]([O:23][C:24]([CH3:27])([CH3:26])[CH3:25])=[O:22])=[N:10][C:11]=2[O:19][CH3:20])([C:60]([CH3:63])([CH3:62])[CH3:61])([C:54]1[CH:59]=[CH:58][CH:57]=[CH:56][CH:55]=1)[C:48]1[CH:49]=[CH:50][CH:51]=[CH:52][CH:53]=1. Procedure: A mixture of 2-[di-(t-butoxycarbonyl)]amino-9-hydroxy-6-methoxypurine (0.62 g, 1.6 mmol), triphenylphosphine (0.43 g, 1.6 mmol), and diisopropyl (E)-3-(t-butyldiphenylsilyloxy)methyl-4-hydroxybut-1-enylphosphonate (0.6 g, 1.2 mmol) in anhydrous THF (15 ml) at 0° C. was treated dropwise, slowly, with diethyl azodicarboxylate (0.25 g, 1.6 mmol). After stirring overnight at room temperature, the solvent was removed in vacuo and the residue chromatographed on silica gel, eluting with acetone-hexane ...